This data is from the Open Reaction Database (ORD), a public repository of structured organic reaction records. The task is: describe an organic reaction: reactants, conditions, products, and yield Starting materials: CCC(CC)(CO)CO, COc1cscc1OC, Cc1ccccc1, Cc1ccccc1S(=O)(=O)O. The product is CCC1(CC)COc2cscc2OC1. RXN SMILES: [CH2:10]([CH3:11])[C:12]([CH2:13][OH:14])([CH2:15][OH:16])[CH2:17][CH3:18].[CH3:1][O:2][c:3]1[cH:4][s:5][cH:6][c:7]1[O:8][CH3:9].[CH3:30][c:31]1[cH:32][cH:33][cH:34][cH:35][cH:36]1.[c:19]1([CH3:20])[c:21]([S:22]([OH:23])(=[O:24])=[O:25])[cH:26][cH:27][cH:28][cH:29]1>>[CH2:1]1[O:2][c:3]2[cH:4][s:5][cH:6][c:7]2[O:8][CH2:9][C:12]1([CH2:10][CH3:11])[CH2:17][CH3:18]. Reactants: CC([O-])=S, CS(=O)(=O)OC1CC(=O)N(Cc2ccc(Oc3ccccc3)cc2)C1Cc1ccccc1, [K+]. Yields the product CC(=O)SC1CC(=O)N(Cc2ccc(Oc3ccccc3)cc2)C1Cc1ccccc1. RXN SMILES: [C:33]([CH3:34])(=[S:35])[O-:36].[CH2:1]([c:2]1[cH:3][cH:4][cH:5][cH:6][cH:7]1)[CH:8]1[CH:9]([O:28][S:29]([CH3:30])(=[O:31])=[O:32])[CH2:10][C:11](=[O:27])[N:12]1[CH2:13][c:14]1[cH:15][cH:16][c:17]([O:20][c:21]2[cH:22][cH:23][cH:24][cH:25][cH:26]2)[cH:18][cH:19]1.[K+:37]>>[CH2:1]([c:2]1[cH:3][cH:4][cH:5][cH:6][cH:7]1)[CH:8]1[CH:9]([S:35][C:33]([CH3:34])=[O:36])[CH2:10][C:11](=[O:27])[N:12]1[CH2:13][c:14]1[cH:15][cH:16][c:17]([O:20][c:21]2[cH:22][cH:23][cH:24][cH:25][cH:26]2)[cH:18][cH:19]1. Reactants: CC1(C(C(C=2C(=CC=3C(=NON3)C2)O1)N)O)C (7,8-dihydro-6,6-dimethyl-7-hydroxy-8-amino-6H-pyrano[2,3-f]benzo-2,1,3-oxadiazole), C(C)(C)N=C=O (isopropyl isocyanate). The solvent is ClCCl (dichloromethane). Conditions: time 6 hour. The product is CC1(C(C(C=2C(=CC=3C(=NON3)C2)O1)NC(=O)NC(C)C)O)C (7,8-dihydro-6,6-dimethyl-7-hydroxy-8-isopropylureido-6H-pyrano[2,3-f]benzo-2,1,3-oxadiazole). The yield is 44.1%. As a reaction SMILES: [CH3:1][C:2]1([CH3:17])[O:14][C:6]2=[CH:7][C:8]3[C:9]([CH:13]=[C:5]2[CH:4]([NH2:15])[CH:3]1[OH:16])=[N:10][O:11][N:12]=3.[CH:18]([N:21]=[C:22]=[O:23])([CH3:20])[CH3:19]>ClCCl>[CH3:1][C:2]1([CH3:17])[O:14][C:6]2=[CH:7][C:8]3[C:9]([CH:13]=[C:5]2[CH:4]([NH:15][C:22]([NH:21][CH:18]([CH3:20])[CH3:19])=[O:23])[CH:3]1[OH:16])=[N:10][O:11][N:12]=3. Procedure details: 200 mg (0.850 mmol) of 7,8-dihydro-6,6-dimethyl-7-hydroxy-8-amino-6H-pyrano[2,3-f]benzo-2,1,3-oxadiazole and 20 ml of dichloromethane were stirred at room temperature, and 92 μl (0.935 mmol) of isopropyl isocyanate were added thereto and stirred for 6 hours. The crystals precipitated were filtered off to obtain 120 mg of the intended compound as colorless crystals. (yield: 44%) Starting materials: CSc1nc(Cc2cccc(C)c2)[nH]c(=O)c1C#N, CC#N, OCCC1CCNCC1. Yields the product Cc1cccc(Cc2nc(N3CCC(CCO)CC3)c(C#N)c(=O)[nH]2)c1. As a reaction SMILES: [CH3:1][c:2]1[cH:3][c:4]([CH2:5][c:6]2[nH:7][c:8](=[O:16])[c:9]([C:14]#[N:15])[c:10]([S:12][CH3:13])[n:11]2)[cH:17][cH:18][cH:19]1.[CH3:29][C:30]#[N:31].[NH:20]1[CH2:21][CH2:22][CH:23]([CH2:26][CH2:27][OH:28])[CH2:24][CH2:25]1>>[CH3:1][c:2]1[cH:3][c:4]([CH2:5][c:6]2[nH:7][c:8](=[O:16])[c:9]([C:14]#[N:15])[c:10]([N:20]3[CH2:21][CH2:22][CH:23]([CH2:26][CH2:27][OH:28])[CH2:24][CH2:25]3)[n:11]2)[cH:17][cH:18][cH:19]1. Reactants: C(C)OC(=O)C=1N(C=CN1)CCCOC1=CC=C(C=C1)C(=O)N1[C@H](C[C@H](C2=CC=CC=C12)N(C1=CC=C(C=C1)Cl)C(C)=O)C ((2S,4R)-1-[3-(4-{4-[Acetyl-(4-chloro-phenyl)-amino]-2-methyl-3,4-dihydro-2H-quinoline-1-carbonyl}-phenoxy)-propyl]-1H-imidazole-2-carboxylic acid ethyl ester), ester, C(C)O (ethanol), [OH-].[Na+] (sodium hydroxide). Run in O1CCCC1 (tetrahydrofuran). Reaction conditions: time 4 hour. Product: C(C)(=O)N([C@@H]1C[C@@H](N(C2=CC=CC=C12)C(=O)C1=CC=C(OCCCN2C(=NC=C2)C(=O)O)C=C1)C)C1=CC=C(C=C1)Cl ((2S,4R)-1-[3-(4-{4-[acetyl(4-chloro-phenyl)-amino]-2-methyl-3,4-dihydro-2H-quinoline-1-carbonyl}-phenoxy)-propyl]-1H-imidazole-2-carboxylic acid). Reaction SMILES: C([O:3][C:4]([C:6]1[N:7]([CH2:11][CH2:12][CH2:13][O:14][C:15]2[CH:20]=[CH:19][C:18]([C:21]([N:23]3[C:32]4[C:27](=[CH:28][CH:29]=[CH:30][CH:31]=4)[C@H:26]([N:33]([C:41](=[O:43])[CH3:42])[C:34]4[CH:39]=[CH:38][C:37]([Cl:40])=[CH:36][CH:35]=4)[CH2:25][C@@H:24]3[CH3:44])=[O:22])=[CH:17][CH:16]=2)[CH:8]=[CH:9][N:10]=1)=[O:5])C.C(O)C.[OH-].[Na+]>O1CCCC1>[C:41]([N:33]([C:34]1[CH:35]=[CH:36][C:37]([Cl:40])=[CH:38][CH:39]=1)[C@H:26]1[C:27]2[C:32](=[CH:31][CH:30]=[CH:29][CH:28]=2)[N:23]([C:21]([C:18]2[CH:19]=[CH:20][C:15]([O:14][CH2:13][CH2:12][CH2:11][N:7]3[CH:8]=[CH:9][N:10]=[C:6]3[C:4]([OH:5])=[O:3])=[CH:16][CH:17]=2)=[O:22])[C@@H:24]([CH3:44])[CH2:25]1)(=[O:43])[CH3:42] |f:2.3|. Procedure: (2S,4R)-1-[3-(4-{4-[Acetyl-(4-chloro-phenyl)-amino]-2-methyl-3,4-dihydro-2H-quinoline-1-carbonyl}-phenoxy)-propyl]-1H-imidazole-2-carboxylic acid was prepared from (2S,4R)-1-[3-(4-{4-[Acetyl-(4-chloro-phenyl)-amino]-2-methyl-3,4-dihydro-2H-quinoline-1-carbonyl}-phenoxy)-propyl]-1H-imidazole-2-carboxylic acid ethyl ester. The ester (0.100 g, 0.16 mmol) was hydrolyzed to the acid by dissolving in tetrahydrofuran and ethanol and sodium hydroxide (1N) was added. The mixture was stirred at room tempe... The reactants are OBO, COc1ccc2c(Oc3ccc(OCCN4CCCCC4)cc3)c(OS(=O)(=O)C(F)(F)F)ccc2c1, C1CCC(P(C2CCCCC2)C2CCCCC2)CC1, [Cs+], [F-], Fc1cccc(F)c1. Yields the product COc1ccc2c(Oc3ccc(OCCN4CCCCC4)cc3)c(-c3cc(F)cc(F)c3)ccc2c1. Reaction SMILES: [BH:37]([OH:38])[OH:39].[CH3:1][O:2][c:3]1[cH:4][c:5]2[cH:6][cH:7][c:8]([O:29][S:30]([C:31]([F:32])([F:33])[F:34])(=[O:35])=[O:36])[c:9]([O:13][c:14]3[cH:15][cH:16][c:17]([O:20][CH2:21][CH2:22][N:23]4[CH2:24][CH2:25][CH2:26][CH2:27][CH2:28]4)[cH:18][cH:19]3)[c:10]2[cH:11][cH:12]1.[CH:50]1([P:51]([CH:52]2[CH2:53][CH2:54][CH2:55][CH2:56][CH2:57]2)[CH:58]2[CH2:59][CH2:60][CH2:61][CH2:62][CH2:63]2)[CH2:64][CH2:65][CH2:66][CH2:67][CH2:68]1.[Cs+:49].[F-:48].[F:40][c:41]1[cH:42][cH:43][cH:44][c:45]([F:47])[cH:46]1>>[CH3:1][O:2][c:3]1[cH:4][c:5]2[cH:6][cH:7][c:8](-[c:43]3[cH:42][c:41]([F:40])[cH:46][c:45]([F:47])[cH:44]3)[c:9]([O:13][c:14]3[cH:15][cH:16][c:17]([O:20][CH2:21][CH2:22][N:23]4[CH2:24][CH2:25][CH2:26][CH2:27][CH2:28]4)[cH:18][cH:19]3)[c:10]2[cH:11][cH:12]1. Reactants: BrC1=CC=C(CO)C=C1 (4-bromobenzyl alcohol), C1CCC2=NCCCN2CC1 (DBU), C(C)(C)[Si](C(C)C)(C(C)C)Cl (triisopropylsilylchloride). Solvent: ClCCl (dichloromethane). Reaction conditions: time 20 hour. Product: BrC1=CC=C(CO[Si](C(C)C)(C(C)C)C(C)C)C=C1 ((4-bromo-benzyloxy)-triisopropyl-silane). Isolated yield 99.7%. RXN SMILES: [Br:1][C:2]1[CH:9]=[CH:8][C:5]([CH2:6][OH:7])=[CH:4][CH:3]=1.C1CCN2C(=NCCC2)CC1.[CH:21]([Si:24](Cl)([CH:28]([CH3:30])[CH3:29])[CH:25]([CH3:27])[CH3:26])([CH3:23])[CH3:22]>ClCCl>[Br:1][C:2]1[CH:9]=[CH:8][C:5]([CH2:6][O:7][Si:24]([CH:28]([CH3:30])[CH3:29])([CH:25]([CH3:27])[CH3:26])[CH:21]([CH3:23])[CH3:22])=[CH:4][CH:3]=1. Procedure: Stir a solution of 4-bromobenzyl alcohol (50 g, 267.3 mmol), DBU (48 ml, 320.8 mmol) and dichloromethane (600 mL) in an ice/water bath. Add triisopropylsilylchloride (63 mL, 294 mmol) over 10 min via an addition funnel and stir the reaction mixture for 20 hours at room temperature. Wash the mixture with water (2×600 mL), dry over anhydrous magnesium sulfate, filter and concentrate. Purify the residue via silica chromatography eluting with 9:1 hexanes:ethyl acetate to give the title compound (91....